Dataset: the Open Reaction Database (ORD), a public repository of structured organic reaction records. Task: describe an organic reaction: reactants, conditions, products, and yield Reactants: ClC1=CC=C(C=C1)C(CC)=O (p-chloropropiophenone), Cl (hydrochloric acid), Cl.NO (hydroxylamine hydrochloride), solid, [OH-].[Na+] (sodium hydroxide). The solvent is O (water), C(C)O (ethanol). Yields the product ClC1=CC=C(C=C1)C(CC)=NO (1-(4-chlorophenyl)-1-propanone oxime). RXN SMILES: [Cl:1][C:2]1[CH:7]=[CH:6][C:5]([C:8](=O)[CH2:9][CH3:10])=[CH:4][CH:3]=1.Cl.[NH2:13][OH:14].[OH-].[Na+].Cl>O.C(O)C>[Cl:1][C:2]1[CH:7]=[CH:6][C:5]([C:8](=[N:13][OH:14])[CH2:9][CH3:10])=[CH:4][CH:3]=1 |f:1.2,3.4|. Procedure: 33.6 g of p-chloropropiophenone was mixed with 200 ml of ethanol and 40 ml of water. 24 g of hydroxylamine hydrochloride was added. 44 g of solid sodium hydroxide was added over a 10-minute period to the stirred mixture at room temperature. The mixture was heated to 80°, then refluxed for 80 minutes. The mixture was cooled and poured into cold dilute hydrochloric acid. The resulting mixture was filtered. The solid product was dissolved in methylene chloride; the solution was dried (MgSO4) and st...